This data is from the Open Reaction Database (ORD), a public repository of structured organic reaction records. The task is: describe an organic reaction: reactants, conditions, products, and yield Starting materials: C1(CCCC1)COC1=CC=C(C=C1)[C@@H]1OC=2C(=CC=3C[C@H](N(CC3C2)[C@@H](CC)C2=CC=CC=C2)C(=O)O)OC1 ((3S,8S)-3-(4-cyclopentylmethoxy-phenyl)-7-((S)-1-phenyl-propyl)-2,3,6,7,8,9-hexahydro-[1,4]dioxino[2,3-g]isoquinoline-8-carboxylic acid), Cl.Cl.COC([C@H](CC1=CC=C(C=C1)C1=C(C(=NC=C1)C)C)N)=O ((S)-2-amino-3-[4-(2,3-dimethyl-pyridin-4-yl)-phenyl]-propionic acid methyl ester bis hydrochloride). The product is C1(CCCC1)COC1=CC=C(C=C1)[C@@H]1OC=2C(=CC=3C[C@H](N(CC3C2)[C@@H](CC)C2=CC=CC=C2)C(=O)N[C@H](C(=O)O)CC2=CC=C(C=C2)C2=C(C(=NC=C2)C)C)OC1 ((S)-2-{[(3S,8S)-3-(4-Cyclopentylmethoxy-phenyl)-7-((S)-1-phenyl-propyl)-2,3,6,7,8,9-hexahydro-[1,4]dioxino[2,3-g]isoquinoline-8-carbonyl]-amino}-3-[4-(2,3-dimethyl-pyridin-4-yl)-phenyl]-propionic acid). Reaction SMILES: [CH:1]1([CH2:6][O:7][C:8]2[CH:13]=[CH:12][C:11]([C@H:14]3[CH2:39][O:38][C:17]4=[CH:18][C:19]5[CH2:20][C@@H:21]([C:35](O)=[O:36])[N:22]([C@H:26]([C:29]6[CH:34]=[CH:33][CH:32]=[CH:31][CH:30]=6)[CH2:27][CH3:28])[CH2:23][C:24]=5[CH:25]=[C:16]4[O:15]3)=[CH:10][CH:9]=2)[CH2:5][CH2:4][CH2:3][CH2:2]1.Cl.Cl.C[O:43][C:44](=[O:62])[C@@H:45]([NH2:61])[CH2:46][C:47]1[CH:52]=[CH:51][C:50]([C:53]2[CH:58]=[CH:57][N:56]=[C:55]([CH3:59])[C:54]=2[CH3:60])=[CH:49][CH:48]=1>>[CH:1]1([CH2:6][O:7][C:8]2[CH:9]=[CH:10][C:11]([C@H:14]3[CH2:39][O:38][C:17]4=[CH:18][C:19]5[CH2:20][C@@H:21]([C:35]([NH:61][C@@H:45]([CH2:46][C:47]6[CH:52]=[CH:51][C:50]([C:53]7[CH:58]=[CH:57][N:56]=[C:55]([CH3:59])[C:54]=7[CH3:60])=[CH:49][CH:48]=6)[C:44]([OH:43])=[O:62])=[O:36])[N:22]([C@H:26]([C:29]6[CH:34]=[CH:33][CH:32]=[CH:31][CH:30]=6)[CH2:27][CH3:28])[CH2:23][C:24]=5[CH:25]=[C:16]4[O:15]3)=[CH:12][CH:13]=2)[CH2:5][CH2:4][CH2:3][CH2:2]1 |f:1.2.3|. Procedure: (3S,8S)-3-(4-Hydroxy-phenyl)-7-((S)-1-phenyl-propyl)-2,3,6,7,8,9-hexahydro-[1,4]dioxino[2,3-g]isoquinoline-8-carboxylic acid methyl ester (20 mg) was reacted with cyclopentylmethanol according to General Procedure K and the resulting ester was hydrolyzed according to General Procedure AB to provide (3S,8S)-3-(4-cyclopentylmethoxy-phenyl)-7-((S)-1-phenyl-propyl)-2,3,6,7,8,9-hexahydro-[1,4]dioxino[2,3-g]isoquinoline-8-carboxylic acid (18 mg). The title compound (17 mg) was prepared from (3S,8S)-3-... RXN SMILES: [CH3:1][O:2][C:3]1[CH:4]=[C:5]([CH:11]=[CH:12][C:13]=1[O:14][CH3:15])[CH:6]=[CH:7][C:8](O)=[O:9].C(Cl)(=O)C([Cl:19])=O>CN(C=O)C.O1CCCC1>[CH3:1][O:2][C:3]1[CH:4]=[C:5]([CH:11]=[CH:12][C:13]=1[O:14][CH3:15])[CH:6]=[CH:7][C:8]([Cl:19])=[O:9]. The reagents and catalysts are CN(C)C=O (DMF). Run at time 40 minute. The reactants are COC=1C=C(C=CC(=O)O)C=CC1OC (3,4-dimethoxycinnamic acid), C(C(=O)Cl)(=O)Cl (oxalyl chloride). The solvent is O1CCCC1 (tetrahydrofuran). Reported procedure: To a mixture of 3,4-dimethoxycinnamic acid (540 mg), DMF (2 drops) and tetrahydrofuran (10 ml) was added oxalyl chloride (0.27 ml) dropwise. The mixture was stirred at room temperature for 40 minutes, at the end of which time the solvent was distilled off to give 3,4-dimethoxycinnamoyl chloride. The chloride was dissolved in dichloromethane (10 ml) followed by addition of 3-amino-4-(2-methylphenyl)-7,8-dihydrocyclopenta [g] [1]benzopyran-2(6H)-one (582 mg) and N,N-dimethylaniline (0.25 ml). The ... Yields the product COC=1C=C(C=CC(=O)Cl)C=CC1OC (3,4-dimethoxycinnamoyl chloride). Reactants: CC1(OC[C@H](O1)[C@H](CSC)NC(OCC1=CC=CC=C1)=O)C (benzyl (R)-1-((R)-2,2-dimethyl-1,3-dioxolan-4-yl)-2-(methylthio)ethylcarbamate). Procedure details: A stirred solution of the product from Example 27.3 (2.007 g, 6.17 mmol) in isopropanol (34 ml) and 2M potassium hydroxide (15 ml) was heated at 80° C. for 64 h. The reaction mixture was concentrated to remove isopropanol. The residue was diluted with water and extracted with diethyl ether (3×), dried (MgSO4) and evaporated. The residue was chromatographed on silica gel (ethyl acetate-petrol, 2:1 then methanol-ethyl acetate, 2:98) giving a pale yellow oil (0.913 g, 77%). 1H NMR (CDCl3) δ 4.06 (m... RXN SMILES: [CH3:1][C:2]1([CH3:22])[O:6][C@H:5]([C@@H:7]([NH:11]C(=O)OCC2C=CC=CC=2)[CH2:8][S:9][CH3:10])[CH2:4][O:3]1>C(O)(C)C.[OH-].[K+]>[CH3:1][C:2]1([CH3:22])[O:6][C@H:5]([C@@H:7]([NH2:11])[CH2:8][S:9][CH3:10])[CH2:4][O:3]1 |f:2.3|. Solvent: C(C)(C)O (isopropanol), [OH-].[K+] (potassium hydroxide). Yields the product CC1(OC[C@H](O1)[C@H](CSC)N)C ((R)-1-((R)-2,2-dimethyl-1,3-dioxolan-4-yl)-2-(methylthio)ethanamine). Yield: 77.4%. The reactants are ClC1=CC=NC2=CC=C(C=C12)OC (4-chloro-6-methoxyquinoline), C(CCC)[Li] (n-butyllithium), C(C)(=O)N1CCC(CC1)CC=O (N-acetyl-4-piperidine-acetaldehyde). The reagents and catalysts are [Br-].C[P+](C1=CC=CC=C1)(C1=CC=CC=C1)C1=CC=CC=C1 (methyl triphenylphosphonium bromide). Yields the product C(C)(=O)N1CCC(CC1)CC=CC1=CC=NC2=CC=C(C=C12)OC (4-[3-(1-acetyl-4-piperidyl)-1-propenyl]-6-methoxyquinoline). As a reaction SMILES: Cl[C:2]1[C:11]2[C:6](=[CH:7][CH:8]=[C:9]([O:12][CH3:13])[CH:10]=2)[N:5]=[CH:4][CH:3]=1.[CH2:14]([Li])CCC.[C:19]([N:22]1[CH2:27][CH2:26][CH:25]([CH2:28][CH:29]=O)[CH2:24][CH2:23]1)(=[O:21])[CH3:20]>[Br-].C[P+](C1C=CC=CC=1)(C1C=CC=CC=1)C1C=CC=CC=1>[C:19]([N:22]1[CH2:27][CH2:26][CH:25]([CH2:28][CH:29]=[CH:14][C:2]2[C:11]3[C:6](=[CH:7][CH:8]=[C:9]([O:12][CH3:13])[CH:10]=3)[N:5]=[CH:4][CH:3]=2)[CH2:24][CH2:23]1)(=[O:21])[CH3:20] |f:3.4|. Procedure details: Following the procedure of Example 3, 4-chloro-6-methoxyquinoline was reacted with the reaction product of methyl triphenylphosphonium bromide and n-butyllithium. This reaction product was then reacted with N-acetyl-4-piperidine-acetaldehyde to produce 4-[3-(1-acetyl-4-piperidyl)-1-propenyl]-6-methoxyquinoline. Reactants: NN (hydrazine), [K].C1(C=2C(C(N1)=O)=CC=CC2)=O (Phthalimide potassium salt), BrCC1=C(C=C(C#N)C=C1)F (4-(Bromomethyl)-3-fluorobenzonitrile). The solvent is O (water), C(C)O (ethanol), CN(C)C=O (DMF). Run at temperature 130 celsius, time 9 hour. The product is NCC1=C(C=C(C#N)C=C1)F (4-aminomethyl-3-fluoro-benzonitrile). Yield: 4.3%. As a reaction SMILES: Br[CH2:2][C:3]1[CH:10]=[CH:9][C:6]([C:7]#[N:8])=[CH:5][C:4]=1[F:11].[K].C1(=O)[NH:17]C(=O)C2=CC=CC=C12.NN>CN(C=O)C.C(O)C.O>[NH2:17][CH2:2][C:3]1[CH:10]=[CH:9][C:6]([C:7]#[N:8])=[CH:5][C:4]=1[F:11] |f:1.2,^1:11|. Procedure: 4-(Bromomethyl)-3-fluorobenzonitrile (CAS 105942-09-4, 21 g) was dissolved in DMF (90 ml). Phthalimide potassium salt (19.64 g) was added and the mixture was stirred for 9 h at 130° C. After cooling to rt, the mixture was poured on ice. The solid was filtered off. Ethyl acetate and water were added and extracted with ethyl acetate. The organic phase was washed with water, dried, filtered and evaporated to give a light brown solid (14.1 g, 42% pure as judged by NMR). This solid was suspended in e... The reactants are NC1=C(C(=O)C2=CC=CC=C2)C=CC=C1 (2-aminobenzophenone), C(C)#N (acetonitrile). Yields the product CC1=NC2=CC=CC=C2C=N1 (2-methylquinazoline). Reaction SMILES: [NH2:1][C:2]1[CH:15]=[CH:14][CH:13]=[CH:12][C:3]=1[C:4](C1C=CC=CC=1)=O.[C:16](#[N:18])[CH3:17]>>[CH3:17][C:16]1[N:18]=[CH:4][C:3]2[C:2](=[CH:15][CH:14]=[CH:13][CH:12]=2)[N:1]=1. Procedure details: In this method, the 2-aminobenzophenone derivative (IV) is reacted with acetonitrile to give the 2-methylquinazoline derivative (IX). The compound (IX) is subjected to bromination to give the 2-bromomethylquinazoline derivative (II-4). The reaction of the compound (IV) with acetonitrile can be carried out according to the same manner as that of Method D. The bromination of the compound (IX) can be carried out according to the same manner as that of the bromination of the compound (VII) in Method... Starting materials: CC1=CC=C(C=C1)C(C#N)NC1=CC=C(C=C1)S(N)(=O)=O (α-(4-methylphenyl)-α-(4-sulfamoylanilino)acetonitrile), C(=O)C=C (acrolein). The product is CC1=CC=C(C=C1)C=1N(C=CC1)C1=CC=C(C=C1)S(N)(=O)=O (2-(4-Methylphenyl)-1-(4-sulfamoylphenyl)pyrrole), powder. Isolated yield 13.0%. Reaction SMILES: [CH3:1][C:2]1[CH:7]=[CH:6][C:5]([CH:8]([NH:11][C:12]2[CH:17]=[CH:16][C:15]([S:18](=[O:21])(=[O:20])[NH2:19])=[CH:14][CH:13]=2)[C:9]#N)=[CH:4][CH:3]=1.[CH:22]([CH:24]=C)=O>>[CH3:1][C:2]1[CH:7]=[CH:6][C:5]([C:8]2[N:11]([C:12]3[CH:17]=[CH:16][C:15]([S:18](=[O:21])(=[O:20])[NH2:19])=[CH:14][CH:13]=3)[CH:22]=[CH:24][CH:9]=2)=[CH:4][CH:3]=1. Reported procedure: Following a procedure similar to that described in Example 1(iii), but using α-(4-methylphenyl)-α-(4-sulfamoylanilino)acetonitrile [prepared as described in step (ii) above] and acrolein as starting materials, the title compound was obtained as a brown powder (yield 13%), melting at 183-184° C. Reactants: NC=1C=C2C(C(=C(OC2=CC1)C1=CC2=C(OCO2)C=C1)O)=O (6-amino-2-(Benzo[1,3]dioxol-5-yl)-3-hydroxy-4H-chromen-4-one), BrC1=CC=C(C=C1)S(=O)(=O)Cl (4-bromobenzenesulfonylchloride). Solvent: N1=CC=CC=C1 (pyridine). Product: O1COC2=C1C=CC(=C2)C=2OC1=CC=C(C=C1C(C2O)=O)NS(=O)(=O)C2=CC=C(C=C2)Br (N-[2-(Benzo[1,3]dioxol-5-yl)-3-hydroxy-4-oxo-4H-chromen-6-yl]-4-bromobenzenesulfonamide). Isolated yield 91.6%. As a reaction SMILES: [NH2:1][C:2]1[CH:3]=[C:4]2[C:9](=[CH:10][CH:11]=1)[O:8][C:7]([C:12]1[CH:20]=[CH:19][C:15]3[O:16][CH2:17][O:18][C:14]=3[CH:13]=1)=[C:6]([OH:21])[C:5]2=[O:22].[Br:23][C:24]1[CH:29]=[CH:28][C:27]([S:30](Cl)(=[O:32])=[O:31])=[CH:26][CH:25]=1>N1C=CC=CC=1>[O:16]1[C:15]2[CH:19]=[CH:20][C:12]([C:7]3[O:8][C:9]4[C:4]([C:5](=[O:22])[C:6]=3[OH:21])=[CH:3][C:2]([NH:1][S:30]([C:27]3[CH:28]=[CH:29][C:24]([Br:23])=[CH:25][CH:26]=3)(=[O:32])=[O:31])=[CH:11][CH:10]=4)=[CH:13][C:14]=2[O:18][CH2:17]1. Reported procedure: 100 mg (336 pmol) of 6-amino-2-(benzo[1,3]dioxol-5-yl)-3-hydroxy-4H-chromen-4-one obtained in Example 24 was dissolved in 3 ml of pyridine, and the mixture was reacted with 2 molar equivalents of 4-bromobenzenesulfonylchloride at room temperature for 5 hours. After the reaction was completed, the product was diluted with 10 ml. of water, and the obtained solid was filtered. Then the resulting product was washed with water and ethylether, and dried to give 159 mg of the title compound in a yield ... Reaction SMILES: [Cl:1][C:2]1[N:3]=[C:4]2[C:9](=[CH:10][CH:11]=1)[N:8]=[CH:7][C:6]([C:12](=[O:14])[CH3:13])=[C:5]2[NH:15][C@H:16]1[CH2:21][CH2:20][C@H:19]([CH2:22][N:23]([CH3:25])[CH3:24])[CH2:18][CH2:17]1.CC1(C)C(C)(C)OB([C:34]2[CH:35]=[CH:36][C:37]([C:40]#[N:41])=[N:38][CH:39]=2)O1.C1(N)C(F)=C(F)C(F)=C(N)C=1F.[ClH:55].Cl>>[ClH:1].[ClH:55].[C:12]([C:6]1[C:5]([NH:15][C@H:16]2[CH2:21][CH2:20][C@H:19]([CH2:22][N:23]([CH3:25])[CH3:24])[CH2:18][CH2:17]2)=[C:4]2[C:9]([CH:10]=[CH:11][C:2]([C:34]3[CH:35]=[CH:36][C:37]([C:40]#[N:41])=[N:38][CH:39]=3)=[N:3]2)=[N:8][CH:7]=1)(=[O:14])[CH3:13] |f:2.3.4,5.6.7|. Product: Cl.Cl.C(C)(=O)C1=CN=C2C=CC(=NC2=C1N[C@@H]1CC[C@H](CC1)CN(C)C)C=1C=CC(=NC1)C#N (5-(7-Acetyl-8-{trans-4-[(dimethylamino)methyl]cyclohexylamino}-1,5-naphthyridin-2-yl)picolinonitrile dihydrochloride). Reactants: ClC=1N=C2C(=C(C=NC2=CC1)C(C)=O)N[C@@H]1CC[C@H](CC1)CN(C)C (1-(6-chloro-4-{trans-4-[(dimethylamino)methyl]cyclo-hexylamino}-1,5-naphthyridin-3-yl)ethanone), CC1(OB(OC1(C)C)C=1C=CC(=NC1)C#N)C (5-(4,4,5,5-tetramethyl-1,3,2-dioxaborolan-2-yl)picolinonitrile), C1(=C(C(=C(C(=C1F)F)F)N)F)N.Cl.Cl (dihydrochloride). Reported procedure: Following general procedure II, 1-(6-chloro-4-{trans-4-[(dimethylamino)methyl]cyclo-hexylamino}-1,5-naphthyridin-3-yl)ethanone (77 g, 0.21 mmol) was reacted with 5-(4,4,5,5-tetramethyl-1,3,2-dioxaborolan-2-yl)picolinonitrile (72 g, 0.32 mmol) followed by formation of the dihydrochloride salt to afford the desired product (100 g, 95%) as a light brown solid: 1H NMR (500 MHz, CD3OD) δ 9.46 (d, J=2.2 Hz, 1H), 9.21 (s, 1H), 8.70 (dd, J=8.2, 2.2 Hz, 1H), 8.63 (d, J=8.9 Hz, 1H), 8.47 (d, J=8.9 Hz, 1H)... The yield is 95.0%. Starting materials: C([O-])(O)=O.[Na+] (sodium bicarbonate), C[Si](C)(C)CC(=O)N (trimethylsilylacetamide), NC1[C@@H]2N(C(=CCS2)C(=O)O)C1=O (7-amino-3-cephem-4-carboxylic acid), P(=O)(Cl)(Cl)Cl (Phosphoryl chloride), NC=1SC=C(N1)C(C(=O)O)=NOCC=C (2-(2-aminothiazol-4-yl)-2-allyloxyiminoacetic acid), C[Si](C)(C)CC(=O)N (Trimethylsilylacetamide), P(=O)(Cl)(Cl)Cl (phosphoryl chloride), resultant solution. The solvent is C(C)(=O)OCC (Ethyl acetate), O1CCCC1 (tetrahydrofuran), O1CCCC1 (tetrahydrofuran), O (water), CN(C=O)C (N,N-dimethylformamide), O (water). Reaction conditions: time 20 minute. Product: NC=1SC=C(N1)C(C(=O)NC1[C@@H]2N(C(=CCS2)C(=O)O)C1=O)=NOCC=C (7-[2-(2-aminothiazol-4-yl)-2-allyloxyiminoacetamido]-3-cephem-4-carboxylic acid). Isolated yield 44.5%. As a reaction SMILES: P(Cl)(Cl)(Cl)=O.[NH2:6][C:7]1[S:8][CH:9]=[C:10]([C:12](=[N:16][O:17][CH2:18][CH:19]=[CH2:20])[C:13]([OH:15])=O)[N:11]=1.C[Si](CC(N)=O)(C)C.[NH2:29][CH:30]1[C:40](=[O:41])[N:32]2[C:33]([C:37]([OH:39])=[O:38])=[CH:34][CH2:35][S:36][C@H:31]12.C(=O)(O)[O-].[Na+]>O1CCCC1.C(OCC)(=O)C.O.CN(C)C=O>[NH2:6][C:7]1[S:8][CH:9]=[C:10]([C:12](=[N:16][O:17][CH2:18][CH:19]=[CH2:20])[C:13]([NH:29][CH:30]2[C:40](=[O:41])[N:32]3[C:33]([C:37]([OH:39])=[O:38])=[CH:34][CH2:35][S:36][C@H:31]23)=[O:15])[N:11]=1 |f:4.5|. Reported procedure: Phosphoryl chloride (0.84 g.) was added dropwise to a stirred suspension of 2-(2-aminothiazol-4-yl)-2-allyloxyiminoacetic acid (syn isomer, 1.0 g.), tetrahydrofuran (10 ml.) and water (0.05 ml.) at 5° C., and stirred at the same temperature for 20 minutes. Trimethylsilylacetamide (0.66 g.), phosphoryl chloride (0.84 g.) and N,N-dimethylformamide (0.45 g.) were added to a solution, and stirred at 5° C. for an hour to prepare the activated acid solution. On the other hand, trimethylsilylacetamide ...